This data is from the Open Reaction Database (ORD), a public repository of structured organic reaction records. The task is: describe an organic reaction: reactants, conditions, products, and yield Reactants: C=CC(OC(C)=O)C(Cc1ccccc1)NC(=O)OC(C)(C)C, ClCCl, O, O, O=[O+][O-]. Product: CC(=O)OC(C=O)C(Cc1ccccc1)NC(=O)OC(C)(C)C. Reaction SMILES: [C:5]([CH3:6])([CH3:7])([CH3:8])[O:9][C:10](=[O:11])[NH:12][CH:13]([CH:14]([CH:15]=[CH2:16])[O:17][C:18]([CH3:19])=[O:20])[CH2:21][c:22]1[cH:23][cH:24][cH:25][cH:26][cH:27]1.[CH2:29]([Cl:30])[Cl:31].[O:1].[O:28].[O:2]=[O+:3][O-:4]>>[O:2]=[CH:15][CH:14]([CH:13]([NH:12][C:10]([O:9][C:5]([CH3:6])([CH3:7])[CH3:8])=[O:11])[CH2:21][c:22]1[cH:23][cH:24][cH:25][cH:26][cH:27]1)[O:17][C:18]([CH3:19])=[O:20].